Dataset: the Open Reaction Database (ORD), a public repository of structured organic reaction records. Task: describe an organic reaction: reactants, conditions, products, and yield Reactants: [O-][N+]1=CC(=CC=C1)C1=CC=C(C(=O)OC)C=C1 (methyl 4-(1-oxidopyridin-3-yl)benzoate), C(C)(=O)OC(C)=O (Acetic anhydride). Reaction conditions: temperature 130 celsius, time 24 hour. Product: O=C1NC=CC=C1C1=CC=C(C(=O)OC)C=C1 (methyl 4-(2-oxo-1,2-dihydropyridin-3-yl)benzoate). As a reaction SMILES: [O-][N+:2]1[CH:7]=[CH:6][CH:5]=[C:4]([C:8]2[CH:17]=[CH:16][C:11]([C:12]([O:14][CH3:15])=[O:13])=[CH:10][CH:9]=2)[CH:3]=1.C(OC(=O)C)(=[O:20])C>>[O:20]=[C:3]1[C:4]([C:8]2[CH:17]=[CH:16][C:11]([C:12]([O:14][CH3:15])=[O:13])=[CH:10][CH:9]=2)=[CH:5][CH:6]=[CH:7][NH:2]1. Procedure details: Acetic anhydride (20 mL) was added to methyl 4-(1-oxidopyridin-3-yl)benzoate (704 mg), followed by stirring at 130° C. for 24 hours. The reaction mixture was concentrated under reduced pressure, followed by two times azeotropy with toluene. The resulting residue was purified by NH-silica gel column chromatography (methanol/chloroform=0% to 10%) to obtain methyl 4-(2-oxo-1,2-dihydropyridin-3-yl)benzoate (651 mg) as a pale brown solid. Reactants: bromo, C(C)(C)(C)OC(=O)N1CC(C2=C(CC1)C=CC=C2)(N(C)C)NS(=O)(=O)C=2SC(=CC2)Br ((5-Bromo-thiophene-2-sulfonylamino)-dimethylamino-1,2,4,5-tetrahydro-benzo[d]azepine-3-carboxylic acid tert -butyl ester), ClC1=CC=C(C=C1)B(O)O (4-chlorophenylboronic acid), C(=O)([O-])[O-].[K+].[K+] (K2CO3), C(C)O (ethanol). Reagents/catalysts: C=1C=CC(=CC1)[P](C=2C=CC=CC2)(C=3C=CC=CC3)[Pd]([P](C=4C=CC=CC4)(C=5C=CC=CC5)C=6C=CC=CC6)([P](C=7C=CC=CC7)(C=8C=CC=CC8)C=9C=CC=CC9)[P](C=1C=CC=CC1)(C=1C=CC=CC1)C=1C=CC=CC1 (Pd(PPh3)4). Run in C1(=CC=CC=C1)C (toluene). Conditions: temperature 60 celsius. Yields the product C(C)(C)(C)OC(=O)N1CC(C2=C(CC1)C=CC=C2)(N(C)C)NS(=O)(=O)C=2SC(=CC2)C2=CC=C(C=C2)Cl ([5-(4-Chloro-phenyl)-thiophene-2-sulfonylamino]-dimethylamino-1,2,4,5-tetrahydro-benzo[d]azepine-3-carboxylic acid tert-butyl ester). RXN SMILES: [C:1]([O:5][C:6]([N:8]1[CH2:14][CH2:13][C:12]2[CH:15]=[CH:16][CH:17]=[CH:18][C:11]=2[C:10]([NH:22][S:23]([C:26]2[S:27][C:28](Br)=[CH:29][CH:30]=2)(=[O:25])=[O:24])([N:19]([CH3:21])[CH3:20])[CH2:9]1)=[O:7])([CH3:4])([CH3:3])[CH3:2].[Cl:32][C:33]1[CH:38]=[CH:37][C:36](B(O)O)=[CH:35][CH:34]=1.C([O-])([O-])=O.[K+].[K+].C(O)C>C1C=CC([P]([Pd]([P](C2C=CC=CC=2)(C2C=CC=CC=2)C2C=CC=CC=2)([P](C2C=CC=CC=2)(C2C=CC=CC=2)C2C=CC=CC=2)[P](C2C=CC=CC=2)(C2C=CC=CC=2)C2C=CC=CC=2)(C2C=CC=CC=2)C2C=CC=CC=2)=CC=1.C1(C)C=CC=CC=1>[C:1]([O:5][C:6]([N:8]1[CH2:14][CH2:13][C:12]2[CH:15]=[CH:16][CH:17]=[CH:18][C:11]=2[C:10]([NH:22][S:23]([C:26]2[S:27][C:28]([C:36]3[CH:37]=[CH:38][C:33]([Cl:32])=[CH:34][CH:35]=3)=[CH:29][CH:30]=2)(=[O:25])=[O:24])([N:19]([CH3:21])[CH3:20])[CH2:9]1)=[O:7])([CH3:4])([CH3:3])[CH3:2] |f:2.3.4,^1:54,56,75,94|. Procedure details: A solution of the bromo intermediate D6 (0.2 g, 0.00037 moles), 4-chlorophenylboronic acid (0.070 g, 0.00045 moles), K2CO3 (2M solution, 1 ml), ethanol (1 ml) and toluene (2 ml) at room temperature was degassed by bubbling argon through the solution for 10 minutes. Pd(PPh3)4 (0.1 g, 0.000086 moles) was added and the mixture heated at 60° C. under argon for 24 hours. Upon cooling the mixture was partitioned between water and ethyl acetate. The aqueous phase was re-extracted with ethyl acetate (×3... The reactants are C1CCN(CC1)C(=O)N=NC(=O)N2CCCCC2 (ADDP), C(CCC)P(CCCC)CCCC (tri-n-butylphosphine), CC1=NC(=CC=C1CO)C(F)(F)F ((2-methyl-6-(trifluoromethyl)pyridin-3-yl)methanol), COC(CC1=CSC2=C1C(=CC(=C2C)O)C)=O (methyl(6-hydroxy-4,7-dimethyl-1-benzothiophen-3-yl)acetate). The solvent is C1CCOC1 (THF). Run at time 8 hour. Product: COC(CC1=CSC2=C1C(=CC(=C2C)OCC=2C(=NC(=CC2)C(F)(F)F)C)C)=O (Methyl(4,7-dimethyl-6-((2-methyl-6-(trifluoromethyl)pyridin-3-yl)methoxy)-1-benzothiophen-3-yl)acetate). Yield: 71.8%. As a reaction SMILES: C(P(CCCC)CCCC)CCC.[CH3:14][C:15]1[C:20]([CH2:21][OH:22])=[CH:19][CH:18]=[C:17]([C:23]([F:26])([F:25])[F:24])[N:16]=1.[CH3:27][O:28][C:29](=[O:43])[CH2:30][C:31]1[C:35]2[C:36]([CH3:42])=[CH:37][C:38](O)=[C:39]([CH3:40])[C:34]=2[S:33][CH:32]=1.C1CCN(C(N=NC(N2CCCCC2)=O)=O)CC1>C1COCC1>[CH3:27][O:28][C:29](=[O:43])[CH2:30][C:31]1[C:35]2[C:36]([CH3:42])=[CH:37][C:38]([O:22][CH2:21][C:20]3[C:15]([CH3:14])=[N:16][C:17]([C:23]([F:24])([F:26])[F:25])=[CH:18][CH:19]=3)=[C:39]([CH3:40])[C:34]=2[S:33][CH:32]=1. Reported procedure: To a mixture of tri-n-butylphosphine (0.196 mL), (2-methyl-6-(trifluoromethyl)pyridin-3-yl)methanol (105 mg), methyl(6-hydroxy-4,7-dimethyl-1-benzothiophen-3-yl)acetate (130.9 mg) and THF (5.0 mL) was added ADDP (198 mg) at room temperature. The mixture was stirred at room temperature overnight under nitrogen atmosphere. The mixture was concentrated in vacuo. To the residue was added IPE, and the precipitate was filtered off. The filtrate was concentrated in vacuo. The residue was purified by si... Reactants: C1=C(C=CC=2OC3=C(C21)CCCCCC3)N (6,7,8,9,10,11-Hexahydro-benzo[b]-cycloocta[d]furan-2-ylamine), ClCC(=O)Cl (chloroacetyl chloride), N1=CC=CC=C1 (pyridine). The solvent is ClC(C)Cl (dichloroethane). Yields the product ClCC(=O)NC1=CC2=C(OC3=C2CCCCCC3)C=C1 (2-chloro-N-6,7,8,9,10,11-hexahydrobenzo[b]cycloocta[d]furan-2-ylacetamide). Yield: 101.9%. Reaction SMILES: [CH:1]1[C:9]2[C:8]3[CH2:10][CH2:11][CH2:12][CH2:13][CH2:14][CH2:15][C:7]=3[O:6][C:5]=2[CH:4]=[CH:3][C:2]=1[NH2:16].[Cl:17][CH2:18][C:19](Cl)=[O:20].N1C=CC=CC=1>ClC(Cl)C>[Cl:17][CH2:18][C:19]([NH:16][C:2]1[CH:3]=[CH:4][C:5]2[O:6][C:7]3[CH2:15][CH2:14][CH2:13][CH2:12][CH2:11][CH2:10][C:8]=3[C:9]=2[CH:1]=1)=[O:20]. Reported procedure: Following the procedure of Example 1, 6,7,8,9,10,11-Hexahydro-benzo[b]-cycloocta[d]furan-2-ylamine (0.80 g, 3.7 mmol), chloroacetyl chloride (0.31 mL, 3.9 mmol), and pyridine (0.60 mL, 7.4 mmol) in dichloroethane (25 mL) provided 2-chloro-N-6,7,8,9,10,11-hexahydrobenzo[b]cycloocta[d]furan-2-ylacetamide (1.1 g). MS (ESI) m/z 292 ([M+H]+). The reactants are C1(CC1)N1C(NC(C(=C1N)N)=O)=O (1-cyclopropyl-5,6-diamino-2,4-(1H,3H)-pyrimidinedione), C(=O)O (formic acid). Product: C1(CC1)N1C(NC(C=2NC=NC12)=O)=O (3-cyclopropyl-3,7-dihydro-1H-purine-2,6-dione). RXN SMILES: [CH:1]1([N:4]2[C:9]([NH2:10])=[C:8]([NH2:11])[C:7](=[O:12])[NH:6][C:5]2=[O:13])[CH2:3][CH2:2]1.[CH:14](O)=O>>[CH:1]1([N:4]2[C:9]3[N:10]=[CH:14][NH:11][C:8]=3[C:7](=[O:12])[NH:6][C:5]2=[O:13])[CH2:3][CH2:2]1. Procedure details: A solution of 12 g of 1-cyclopropyl-5,6-diamino-2,4-(1H,3H)-pyrimidinedione (IV) in 50 ml of formic acid was refluxed for 2 hours. The hot solution was filtered and 30 ml of chloroform was added and ether was then added slowly. The received crystals were filtered off. Yield 11.2 g (V). The amide (V) was refluxed in 40 ml of 2N NaOH for 1 hour and then neutralized with 5N HCl. The crystals were filtered off. Yield 7 g (60%) (VI) NMR (see Table I).